Task: describe an organic reaction: reactants, conditions, products, and yield. Dataset: the Open Reaction Database (ORD), a public repository of structured organic reaction records As a reaction SMILES: CON(C)[C:4]([C:6]1[C:15](=[O:16])[C:14]2[C:9](=[N:10][C:11]([C:17]([F:20])([F:19])[F:18])=[CH:12][CH:13]=2)[N:8]([CH2:21][C:22]2[CH:27]=[CH:26][CH:25]=[C:24]([Br:28])[N:23]=2)[CH:7]=1)=[O:5].[F:30][C:31]1[CH:32]=[C:33]([Mg]Cl)[CH:34]=[CH:35][C:36]=1[O:37][CH3:38]>C1COCC1>[Br:28][C:24]1[N:23]=[C:22]([CH2:21][N:8]2[C:9]3[C:14](=[CH:13][CH:12]=[C:11]([C:17]([F:20])([F:19])[F:18])[N:10]=3)[C:15](=[O:16])[C:6]([C:4](=[O:5])[C:33]3[CH:34]=[CH:35][C:36]([O:37][CH3:38])=[C:31]([F:30])[CH:32]=3)=[CH:7]2)[CH:27]=[CH:26][CH:25]=1. Solvent: C1CCOC1 (THF). Product: BrC1=CC=CC(=N1)CN1C=C(C(C2=CC=C(N=C12)C(F)(F)F)=O)C(C1=CC(=C(C=C1)OC)F)=O (1-(6-Bromo-pyridin-2-ylmethyl)-3-(3-fluoro-4-methoxy-benzoyl)-7-trifluoromethyl-1H-[1,8]naphthyridin-4-one). The reactants are CON(C(=O)C1=CN(C2=NC(=CC=C2C1=O)C(F)(F)F)CC1=NC(=CC=C1)Br)C (1-(6-bromo-pyridin-2-ylmethyl)-4-oxo-7-trifluoromethyl-1,4-dihydro-[1,8]naphthyridine-3-carboxylic acid methoxy-methyl-amide), FC=1C=C(C=CC1OC)[Mg]Cl (3-fluoro-4-methoxyphenyl magnesium chloride). Procedure: Experimental conditions analogous to those described for Step 6 of Example 60, from 80 mg of 1-(6-bromo-pyridin-2-ylmethyl)-4-oxo-7-trifluoromethyl-1,4-dihydro-[1,8]naphthyridine-3-carboxylic acid methoxy-methyl-amide, 2 mL of THF was treated with 3-fluoro-4-methoxyphenyl magnesium chloride (0.5 M in THF, 1.3 mL, 2 equiv) at rt for 2 h. The reaction was quenched by slow addition of saturated aqueous ammonium chloride. The mixture was subjected to HPLC and then preparative TLC purification to giv...